This data is from the Open Reaction Database (ORD), a public repository of structured organic reaction records. The task is: describe an organic reaction: reactants, conditions, products, and yield Starting materials: BrC=1C=CC(=C(C=O)C1)OC (5-bromo-2-methoxybenzaldehyde), C(CO)O (ethylene glycol), O.C1(=CC=C(C=C1)S(=O)(=O)O)C (p-toluenesulfonic acid monohydrate). Solvent: C1(=CC=CC=C1)C (toluene). Product: BrC=1C=CC(=C(C1)C1OCCO1)OC (2-(5-bromo-2-methoxy-phenyl)-[1,3]dioxolane). Yield: 62.3%. RXN SMILES: [Br:1][C:2]1[CH:3]=[CH:4][C:5]([O:10][CH3:11])=[C:6]([CH:9]=1)[CH:7]=[O:8].[CH2:12](O)[CH2:13][OH:14].O.C1(C)C=CC(S(O)(=O)=O)=CC=1>C1(C)C=CC=CC=1>[Br:1][C:2]1[CH:3]=[CH:4][C:5]([O:10][CH3:11])=[C:6]([CH:7]2[O:14][CH2:13][CH2:12][O:8]2)[CH:9]=1 |f:2.3|. Procedure details: To a stirred solution of 5-bromo-2-methoxybenzaldehyde (5.0 g, 23.25 mmol) in toluene (50 mL) was added ethylene glycol (2.6 mL, 46.5 mmol) and p-toluenesulfonic acid monohydrate (0.45 g, 2.32 mmol) and the reaction mixture was azeotroped for 2 h, quenched with sat. NaHCO3 (50 mL). Reaction mixture was concentrated under reduced pressure, extracted with ethyl acetate (2×100 mL), washed with water, brine, dried over sodium sulfate, concentrated and purified by silica gel column chromatography to ... The reactants are FC(C1=C(C=CC=C1)/C=C/C(=O)N1CCC2(CC1)CN(CC1=CC=CC=C12)C(=O)OC(C)(C)C)(F)F ((E)-tert-butyl 1′-(3-(2-(trifluoromethyl)phenyl)acryloyl)-1H-spiro[isoquinoline-4,4′-piperidine]-2(3H)-carboxylate), Cl (HCl). The solvent is C(Cl)Cl (CH2Cl2), O1CCOCC1 (dioxane). Run at time 2 hour. The product is N1(CCC2(CC1)CNCC1=CC=CC=C12)C(\C=C\C1=C(C=CC=C1)C(F)(F)F)=O ((E)-1-(2,3-dihydro-1H-spiro[isoquinoline-4,4′-piperidine]-1′-yl)-3-(2-(trifluoromethyl)phenyl)prop-2-en-1-one), hydrochloride salt. RXN SMILES: [F:1][C:2]([F:36])([F:35])[C:3]1[CH:8]=[CH:7][CH:6]=[CH:5][C:4]=1/[CH:9]=[CH:10]/[C:11]([N:13]1[CH2:18][CH2:17][C:16]2([C:27]3[C:22](=[CH:23][CH:24]=[CH:25][CH:26]=3)[CH2:21][N:20](C(OC(C)(C)C)=O)[CH2:19]2)[CH2:15][CH2:14]1)=[O:12].Cl>C(Cl)Cl.O1CCOCC1>[N:13]1([C:11](=[O:12])/[CH:10]=[CH:9]/[C:4]2[CH:5]=[CH:6][CH:7]=[CH:8][C:3]=2[C:2]([F:1])([F:36])[F:35])[CH2:18][CH2:17][C:16]2([C:27]3[C:22](=[CH:23][CH:24]=[CH:25][CH:26]=3)[CH2:21][NH:20][CH2:19]2)[CH2:15][CH2:14]1. Procedure: To a stirred solution of (E)-tert-butyl 1′-(3-(2-(trifluoromethyl)phenyl)acryloyl)-1H-spiro[isoquinoline-4,4′-piperidine]-2(3H)-carboxylate (64 mg, 0.13 mmol) in CH2Cl2 (2 mL) was added 4 M HCl in dioxane (2 mL). The mixture was stirred at rt for 2 h and concentrated to afford (E)-1-(2,3-dihydro-1H-spiro[isoquinoline-4,4′-piperidine]-1′-yl)-3-(2-(trifluoromethyl)phenyl)prop-2-en-1-one as its hydrochloride salt. LC-MS Method 1 tR=1.26, min, m/z=401. Starting materials: C[C@H](COC1=C(C#N)C=CC=C1)CC ((S)-(+)-2-(2-Methylbutyloxy)benzonitrile), BrBr (bromine), BrBr (bromine). Solvent: C(Cl)(Cl)Cl (chloroform). Conditions: time 24 hour. Product: BrC=1C=CC(=C(C#N)C1)OC[C@H](CC)C ((S)-(+)-5-Bromo-2-(2-methylbutyloxy)benzonitrile). Reaction SMILES: [CH3:1][C@@H:2]([CH2:13][CH3:14])[CH2:3][O:4][C:5]1[CH:12]=[CH:11][CH:10]=[CH:9][C:6]=1[C:7]#[N:8].[Br:15]Br>C(Cl)(Cl)Cl>[Br:15][C:10]1[CH:11]=[CH:12][C:5]([O:4][CH2:3][C@@H:2]([CH3:1])[CH2:13][CH3:14])=[C:6]([CH:9]=1)[C:7]#[N:8]. Procedure: A mixture of compound 39 (4.25 g, 0.022 mol), bromine (12.31 g, 0.077 mol) and chloroform (50 ml) was heated under reflux overnight. A further portion of bromine (12.31 g, 0.077 mol) was then added and heating continued for another 24 h. The resultant solution was washed with a saturated solution of sodium thiosulphate and finally with water. The dichloromethane solution was dried (MgSO4) and evaporated in vacuo and the crude oil was purified by column chromatography (10% petrol/dichloromethane)...